Dataset: the Open Reaction Database (ORD), a public repository of structured organic reaction records. Task: describe an organic reaction: reactants, conditions, products, and yield The reactants are C(C)C=1C=C2C(C(=C(OC2=CC1O)C(=O)O)C1=CC=C(C=C1)OC)=O (6-Ethyl-7-hydroxy-3-(4-methoxyphenyl)-4-oxo-chromene-2-carboxylic acid), O.NN (hydrazine monohydrate). Solvent: C(C)O (ethanol). Conditions: temperature 70 celsius, time 4 hour. Yields the product C(C)C=1C(=CC(=C(C1)C=1C(=C(NN1)C(=O)O)C1=CC=C(C=C1)OC)O)O (5-(5-ethyl-2,4-dihydroxy-phenyl)-4-(4-methoxyphenyl)-2H-pyrazole-3-carboxylic acid). As a reaction SMILES: [CH2:1]([C:3]1[CH:4]=[C:5]2[C:10](=[CH:11][C:12]=1[OH:13])[O:9][C:8]([C:14]([OH:16])=[O:15])=[C:7]([C:17]1[CH:22]=[CH:21][C:20]([O:23][CH3:24])=[CH:19][CH:18]=1)[C:6]2=O)[CH3:2].O.[NH2:27][NH2:28]>C(O)C>[CH2:1]([C:3]1[C:12]([OH:13])=[CH:11][C:10]([OH:9])=[C:5]([C:6]2[C:7]([C:17]3[CH:22]=[CH:21][C:20]([O:23][CH3:24])=[CH:19][CH:18]=3)=[C:8]([C:14]([OH:16])=[O:15])[NH:27][N:28]=2)[CH:4]=1)[CH3:2] |f:1.2|. Procedure: 6-Ethyl-7-hydroxy-3-(4-methoxyphenyl)-4-oxo-chromene-2-carboxylic acid (13.6 g, 41.73 mmol) and hydrazine monohydrate (6.1 ml, 125.19 mmol) were suspended in ethanol (200 ml) at room temperature. The mixture was then heated slowly to 70° C. and stirred at this temperature for 4 hours. The mixture was cooled to room temperature and all volatile components were removed in vacuum. The residue was partitioned between water (11) and Ethyl acetate (1.41). Then the aqueous phase was separated. The orga... The reactants are BrCCBr, CC[N+](CC)(CC)CC, [Cl-], ClCCl, Cl, N#CCc1ccc([N+](=O)[O-])cc1, [Na+], [OH-], O. Product: N#CC1(c2ccc([N+](=O)[O-])cc2)CC1. RXN SMILES: [Br:15][CH2:16][CH2:17][Br:18].[CH2:22]([N+:23]([CH2:24][CH3:25])([CH2:26][CH3:27])[CH2:28][CH3:29])[CH3:30].[Cl-:21].[Cl:31][CH2:32][Cl:33].[ClH:19].[N+:3](=[O:4])([O-:5])[c:6]1[cH:7][cH:8][c:9]([CH2:12][C:13]#[N:14])[cH:10][cH:11]1.[Na+:2].[OH-:1].[OH2:20]>>[N+:3](=[O:4])([O-:5])[c:6]1[cH:7][cH:8][c:9]([C:12]2([C:13]#[N:14])[CH2:16][CH2:17]2)[cH:10][cH:11]1. The reactants are C1(CC1)S(=O)(=O)N[C@@H]1C[C@@H]([C@@]2(C[C@H]12)C)C(=O)OCC ((1R,2S,4R,5S)-ethyl 4-(cyclopropanesulfonamido)-1-methylbicyclo[3.1.0]hexane-2-carboxylate), C1(CC1)S(=O)(=O)N[C@H]1C[C@H]([C@]2(C[C@@H]12)C)C(=O)OCC ((1S,2R,4S,5R)-ethyl 4-(cyclopropanesulfonamido)-1-methylbicyclo[3.1.0]hexane-2-carboxylate). As a reaction SMILES: [CH:1]1([S:4]([NH:7][C@H:8]2[C@@H:13]3[C@@:11]([CH3:14])([CH2:12]3)[C@@H:10]([C:15]([O:17]CC)=[O:16])[CH2:9]2)(=[O:6])=[O:5])[CH2:3][CH2:2]1.[CH:20]1([S:23]([NH:26][C@@H:27]2[C@H:32]3[C@:30]([CH3:33])([CH2:31]3)[C@H:29]([C:34]([O:36]CC)=[O:35])[CH2:28]2)(=[O:25])=[O:24])[CH2:22][CH2:21]1>>[CH:1]1([S:4]([NH:7][C@H:8]2[C@@H:13]3[C@@:11]([CH3:14])([CH2:12]3)[C@@H:10]([C:15]([OH:17])=[O:16])[CH2:9]2)(=[O:5])=[O:6])[CH2:2][CH2:3]1.[CH:20]1([S:23]([NH:26][C@@H:27]2[C@H:32]3[C@:30]([CH3:33])([CH2:31]3)[C@H:29]([C:34]([OH:36])=[O:35])[CH2:28]2)(=[O:24])=[O:25])[CH2:21][CH2:22]1. The product is C1(CC1)S(=O)(=O)N[C@@H]1C[C@@H]([C@@]2(C[C@H]12)C)C(=O)O ((1R,2S,4R,5S)-4-(cyclopropanesulfonamido)-1-methylbicyclo[3.1.0]hexane-2-carboxylic acid), C1(CC1)S(=O)(=O)N[C@H]1C[C@H]([C@]2(C[C@@H]12)C)C(=O)O ((1S,2R,4S,5R)-4-(cyclopropanesulfonamido)-1-methylbicyclo[3.1.0]hexane-2-carboxylic acid). Procedure details: A mixture of (1R,2S,4R,5S)-ethyl 4-(cyclopropanesulfonamido)-1-methylbicyclo[3.1.0]hexane-2-carboxylate and (1S,2R,4S,5R)-ethyl 4-(cyclopropanesulfonamido)-1-methylbicyclo[3.1.0]hexane-2-carboxylate (0.109 g, 0.379 mmol) was hydrolyzed using General Procedure GG to give (1R,2S,4R,5S)-4-(cyclopropanesulfonamido)-1-methylbicyclo[3.1.0]hexane-2-carboxylic acid and (1S,2R,4S,5R)-4-(cyclopropanesulfonamido)-1-methylbicyclo[3.1.0]hexane-2-carboxylic acid (0.113 g, 100%): LC/MS (Table 2, Method a) Rt=1... Isolated yield 100.0%. Starting materials: CC(=O)NC1=C(Cl)C(=O)c2ccccc2C1=O, c1ccc(CN2CCNCC2)cc1, CCO. The product is CC(=O)NC1=C(N2CCN(Cc3ccccc3)CC2)C(=O)c2ccccc2C1=O. As a reaction SMILES: [C:1]([CH3:2])(=[O:3])[NH:4][C:5]1=[C:14]([Cl:15])[C:13](=[O:16])[c:12]2[c:7]([cH:8][cH:9][cH:10][cH:11]2)[C:6]1=[O:17].[CH2:18]([c:19]1[cH:20][cH:21][cH:22][cH:23][cH:24]1)[N:25]1[CH2:26][CH2:27][NH:28][CH2:29][CH2:30]1.[CH3:31][CH2:32][OH:33]>>[C:1]([CH3:2])(=[O:3])[NH:4][C:5]1=[C:14]([N:28]2[CH2:27][CH2:26][N:25]([CH2:18][c:19]3[cH:20][cH:21][cH:22][cH:23][cH:24]3)[CH2:30][CH2:29]2)[C:13](=[O:16])[c:12]2[c:7]([cH:8][cH:9][cH:10][cH:11]2)[C:6]1=[O:17]. Starting materials: I(=O)(=O)(=O)[O-].[Na+] (Sodium periodate), C(C)(C)OC1=C(C=C(C=C1)C1=C2C(=NO1)C1=CC=C(C=C1CC2)C=C)C(F)(F)F (3-(4-isopropoxy-3-(trifluoromethyl)phenyl)-7-vinyl-4,5-dihydronaphtho[1,2-c]isoxazole), C[N+]1(CCOCC1)[O-] (N-methylmorpholine-N-oxide), diol. The reagents and catalysts are [Os](=O)(=O)(=O)=O (osmium tetroxide). The solvent is O (water), C1CCOC1 (THF). Run at time 14 hour. Product: C(C)(C)OC1=C(C=C(C=C1)C1=C2C(=NO1)C1=CC=C(C=C1CC2)C=O)C(F)(F)F (3-(4-isopropoxy-3-(trifluoromethyl)phenyl)-4,5-dihydronaphtho[1,2-c]isoxazole-7-carbaldehyde). Yield: 33.0%. RXN SMILES: [CH:1]([O:4][C:5]1[CH:10]=[CH:9][C:8]([C:11]2[O:15][N:14]=[C:13]3[C:16]4[C:21]([CH2:22][CH2:23][C:12]=23)=[CH:20][C:19]([CH:24]=C)=[CH:18][CH:17]=4)=[CH:7][C:6]=1[C:26]([F:29])([F:28])[F:27])([CH3:3])[CH3:2].C[N+]1([O-])CC[O:34]CC1.I([O-])(=O)(=O)=O.[Na+]>C1COCC1.O.[Os](=O)(=O)(=O)=O>[CH:1]([O:4][C:5]1[CH:10]=[CH:9][C:8]([C:11]2[O:15][N:14]=[C:13]3[C:16]4[C:21]([CH2:22][CH2:23][C:12]=23)=[CH:20][C:19]([CH:24]=[O:34])=[CH:18][CH:17]=4)=[CH:7][C:6]=1[C:26]([F:28])([F:27])[F:29])([CH3:3])[CH3:2] |f:2.3|. Procedure details: To 3-(4-isopropoxy-3-(trifluoromethyl)phenyl)-7-vinyl-4,5-dihydronaphtho[1,2-c]isoxazole (Preparation 14B, 0.18 g, 0.451 mmol) in THF (2 mL) was added N-methylmorpholine-N-oxide (50% in water) (0.093 mL, 0.451 mmol) followed by osmium tetroxide (0.071 mL, 9.01 μmol) in one portion at room temperature. The contents were stirred at room temperature for 14 h. LCMS indicated formation of a major peak corresponding to the diol intermediate. Sodium periodate (0.145 g, 0.676 mmol) dissolved in 2 mL of ... The reactants are N1C(CC2=CC=CC=C12)=O (indolin-2-one), N1N=NC2=C1C=CC(=C2)C=O (1H-benzo[d][1,2,3]triazole-5-carbaldehyde), N1CCCCC1 (piperidine). Run in CCO (EtOH). Run at temperature 90 celsius. The product is N1N=NC2=C1C=CC(=C2)\C=C/2\C(NC1=CC=CC=C21)=O ((E)-3-((1H-benzo[d][1,2,3]triazol-5-yl)methylene)indolin-2-one). The yield is 74.8%. As a reaction SMILES: [NH:1]1[C:9]2[C:4](=[CH:5][CH:6]=[CH:7][CH:8]=2)[CH2:3][C:2]1=[O:10].[NH:11]1[C:15]2[CH:16]=[CH:17][C:18]([CH:20]=O)=[CH:19][C:14]=2[N:13]=[N:12]1.N1CCCCC1>CCO>[NH:11]1[C:15]2[CH:16]=[CH:17][C:18](/[CH:20]=[C:3]3/[C:2](=[O:10])[NH:1][C:9]4[C:4]/3=[CH:5][CH:6]=[CH:7][CH:8]=4)=[CH:19][C:14]=2[N:13]=[N:12]1. Procedure: A scintillation vial was charged with indolin-2-one (101 mg, 0.760 mmol), 1H-benzo[d][1,2,3]triazole-5-carbaldehyde (123 mg, 0.836 mmol), piperidine (7.5 uL, 0.076 mmol) and EtOH (4 mL). The reaction was then heated to 90° C. for 2 hrs. A yellow precipitate formed which was further precipitated by cooling to room temperature and adding more EtOH (5 mL). The yellow solid was then filtered and washed with EtOH (20 mL) giving 149 mg, 75% of the title compound. 1H NMR (400 MHz, d6-DMSO) δ 15.94 (s, ...